This data is from the Open Reaction Database (ORD), a public repository of structured organic reaction records. The task is: describe an organic reaction: reactants, conditions, products, and yield Starting materials: C(C)(C)(C)O (t-butanol), C12C=3N=CC=CC3CC(C=C1)C2 (3-Aza-tricyclo[7.2.1.02,7]dodeca-2(7),3,5,10-tetraene), O.O.C[N+](C)(C)[O-] (trimethylamine N-oxide dihydrate). Reagents/catalysts: [Os](=O)(=O)(=O)=O (osmium tetroxide), O=[Os](=O)(=O)=O (OsO4). The solvent is ClCCl (dichloromethane). Run at time 18 hour. Product: C12C=3N=CC=CC3CC(C(C1O)O)C2 (3-Aza-tricyclo[7.2.1.02,7]dodeca-2(7),3,5-triene-10,11-diol). Reaction SMILES: [CH:1]12[CH2:12][CH:9]([CH:10]=[CH:11]1)[CH2:8][C:7]1[CH:6]=[CH:5][CH:4]=[N:3][C:2]2=1.[OH2:13].[OH2:14].C[N+]([O-])(C)C.C(O)(C)(C)C>ClCCl.[Os](=O)(=O)(=O)=O>[CH:1]12[CH2:12][CH:9]([CH:10]([OH:14])[CH:11]1[OH:13])[CH2:8][C:7]1[CH:6]=[CH:5][CH:4]=[N:3][C:2]2=1 |f:1.2.3|. Reported procedure: 3-Aza-tricyclo[7.2.1.02,7]dodeca-2(7),3,5,10-tetraene (960 mg, 6.1 mmol) and trimethylamine N-oxide dihydrate (748 mg, 6.73 mmol) were stirred in dichloromethane (15 mL) and treated with osmium tetroxide (OsO4, 0.2 mL of a 15 mol % t-butanol solution) and the mixture was stirred vigorously. After 18 h, the residue was poured onto a silica gel column (2×6 inch) and eluted with hexanes (100 mL) then EtOAc to elute product as an oil that crystallizes on standing (1.16 g, 100%). (TLC EtOAc Rf 0.17);... Starting materials: N=1ON=C2C1C=CC=C2Br (4-benzo[c]furazanyl bromide), C(C)OB(OCC)OCC (triethylborate), N,N,N,N-tetraethylendiamine, [Li]CCCC (n-BuLi), [Cl-].[NH4+] (ammonium chloride). Solvent: O1CCCC1 (tetrahydrofurane), CCCCC (n-pentane). Reaction conditions: time 5 minute. The product is N=1ON=C2C1C=CC=C2B(O)O (4-benzo[c]furazanyl boronic acid). The yield is 32.0%. As a reaction SMILES: [N:1]1[O:2][N:3]=[C:4]2[C:9](Br)=[CH:8][CH:7]=[CH:6][C:5]=12.C([O:13][B:14](OCC)[O:15]CC)C.[Li]CCCC.[Cl-].[NH4+]>O1CCCC1.CCCCC>[N:1]1[O:2][N:3]=[C:4]2[C:9]([B:14]([OH:15])[OH:13])=[CH:8][CH:7]=[CH:6][C:5]=12 |f:3.4|. Reported procedure: To a solution of 4-benzo[c]furazanyl bromide (4 g, 0.020 mol) in tetrahydrofurane (80 ml) and n-pentane (20 ml) is added triethylborate (3.8 ml, 0.022 mol) and N,N,N,N-tetraethylendiamine (3 ml, 0.02 mol). Then, n-BuLi (8.8 ml, 2.5N in hexane, 0.022 mol) is added dropwise at -100° C. and the solution is stirred for 5 minutes more. The reaction mixture is poured into an aqueous solution of saturated ammonium chloride and the water phase is extracted with ethyl acetate. The organic solvent is remo... The reactants are C(C1=CC=CC=C1)N1CC2=C(N=C(N=C2O)C2=CC(=CC=C2)[N+](=O)[O-])CC1 (6-benzyl-2-(3-nitro-phenyl)-5,6,7,8-tetrahydro-pyrido[4,3-d]pyrimidin-4-ol), C(C1=CC=CC=C1)N1CC2=C(N=C(N=C2O)C2=CC(=CC=C2)[N+](=O)[O-])CC1 (6-benzyl-2-(3-nitro-phenyl)-5,6,7,8-tetrahydro-pyrido[4,3-d]pyrimidin-4-ol), C(#N)C1=CC=C(CBr)C=C1 (4-cyanobenzyl bromide). Yields the product C(C1=CC=CC=C1)N1CC2=C(N=C(N=C2OCC2=CC=C(C#N)C=C2)C2=CC(=CC=C2)[N+](=O)[O-])CC1 (4-({[6-Benzyl-2-(3-nitrophenyl)-5,6,7,8-tetrahydropyrido[4,3-d]pyrimidin-4-yl]oxy}methyl)benzonitrile). RXN SMILES: [CH2:1]([N:8]1[CH2:27][CH2:26][C:11]2[N:12]=[C:13]([C:17]3[CH:22]=[CH:21][CH:20]=[C:19]([N+:23]([O-:25])=[O:24])[CH:18]=3)[N:14]=[C:15]([OH:16])[C:10]=2[CH2:9]1)[C:2]1[CH:7]=[CH:6][CH:5]=[CH:4][CH:3]=1.[C:28]([C:30]1[CH:37]=[CH:36][C:33]([CH2:34]Br)=[CH:32][CH:31]=1)#[N:29]>>[CH2:1]([N:8]1[CH2:27][CH2:26][C:11]2[N:12]=[C:13]([C:17]3[CH:22]=[CH:21][CH:20]=[C:19]([N+:23]([O-:25])=[O:24])[CH:18]=3)[N:14]=[C:15]([O:16][CH2:34][C:33]3[CH:36]=[CH:37][C:30]([C:28]#[N:29])=[CH:31][CH:32]=3)[C:10]=2[CH2:9]1)[C:2]1[CH:3]=[CH:4][CH:5]=[CH:6][CH:7]=1. Reported procedure: The title compound was prepared from 6-benzyl-2-(3-nitro-phenyl)-5,6,7,8-tetrahydro-pyrido[4,3-d]pyrimidin-4-ol (which was obtained in Intermediate 9) and 4-cyanobenzyl bromide according to Method A; LC retention time 2.53 min; MS: m/z (ESI) 478 (M+H). Starting materials: BrC=1C=NC=2N(C1)N=C(C2)C(=O)O (6-bromo-pyrazolo[1,5-a]pyrimidine-2-carboxylic acid), CC1NCCC2=CC=C(C=C12)N1CCCC1 (1-Methyl-7-pyrrolidin-1-yl-1,2,3,4-tetrahydro-isoquinoline). The product is BrC=1C=NC=2N(C1)N=C(C2)C(=O)N2C(C1=CC(=CC=C1CC2)N2CCCC2)C ((6-Bromo-pyrazolo[1,5-a]pyrimidin-2-yl)-(1-methyl-7-pyrrolidin-1-yl-3,4-dihydro-1H-isoquinolin-2-yl)-methanone). Reaction SMILES: [Br:1][C:2]1[CH:3]=[N:4][C:5]2[N:6]([N:8]=[C:9]([C:11]([OH:13])=O)[CH:10]=2)[CH:7]=1.[CH3:14][CH:15]1[C:24]2[C:19](=[CH:20][CH:21]=[C:22]([N:25]3[CH2:29][CH2:28][CH2:27][CH2:26]3)[CH:23]=2)[CH2:18][CH2:17][NH:16]1>>[Br:1][C:2]1[CH:3]=[N:4][C:5]2[N:6]([N:8]=[C:9]([C:11]([N:16]3[CH2:17][CH2:18][C:19]4[C:24](=[CH:23][C:22]([N:25]5[CH2:29][CH2:28][CH2:27][CH2:26]5)=[CH:21][CH:20]=4)[CH:15]3[CH3:14])=[O:13])[CH:10]=2)[CH:7]=1. Procedure details: In close analogy to the procedure described in Example 1, 6-bromo-pyrazolo[1,5-a]pyrimidine-2-carboxylic acid is reacted 1-Methyl-7-pyrrolidin-1-yl-1,2,3,4-tetrahydro-isoquinoline to provide the title compound in moderate yield. The product is CCOC(=O)CC(O)CC(O)CCc1c(-c2ccccc2)nn(-c2ccnc(Nc3ccccc3)n2)c1-c1ccccc1. Starting materials: CCO, O=C[O-], [NH4+], CCOC(=O)CC(O)CC(O)C=Cc1c(-c2ccccc2)nn(-c2ccnc(Nc3ccccc3)n2)c1-c1ccccc1. Reaction SMILES: [CH3:48][CH2:49][OH:50].[CH:44]([O-:45])=[O:46].[NH4+:47].[c:1]1(-[c:7]2[n:8][n:9](-[c:31]3[n:32][c:33]([NH:37][c:38]4[cH:39][cH:40][cH:41][cH:42][cH:43]4)[n:34][cH:35][cH:36]3)[c:10](-[c:25]3[cH:26][cH:27][cH:28][cH:29][cH:30]3)[c:11]2[CH:12]=[CH:13][CH:14]([CH2:15][CH:16]([CH2:17][C:18](=[O:19])[O:20][CH2:21][CH3:22])[OH:23])[OH:24])[cH:2][cH:3][cH:4][cH:5][cH:6]1>>[c:1]1(-[c:7]2[n:8][n:9](-[c:31]3[n:32][c:33]([NH:37][c:38]4[cH:39][cH:40][cH:41][cH:42][cH:43]4)[n:34][cH:35][cH:36]3)[c:10](-[c:25]3[cH:26][cH:27][cH:28][cH:29][cH:30]3)[c:11]2[CH2:12][CH2:13][CH:14]([CH2:15][CH:16]([CH2:17][C:18](=[O:19])[O:20][CH2:21][CH3:22])[OH:23])[OH:24])[cH:2][cH:3][cH:4][cH:5][cH:6]1. The reactants are BrC=1C(=NC2=CC=C(C=C2N1)C(=O)OC)C1=CC=CC=C1 (methyl 3-bromo-2-phenylquinoxaline-6-carboxylate), ClC=1C=C(C=CC1)N1CCNCC1 (1-(3-chlorophenyl)piperazine), CCN(C(C)C)C(C)C (DIEA). Run in CN(C)C=O (DMF). Reaction conditions: temperature 100 celsius, time 8 hour. The product is ClC=1C=C(C=CC1)N1CCN(CC1)C=1C(=NC2=CC=C(C=C2N1)C(=O)OC)C1=CC=CC=C1 (methyl 3-(4-(3-chlorophenyl)piperazin-1-yl)-2-phenylquinoxaline-6-carboxylate). The yield is 92.5%. RXN SMILES: Br[C:2]1[C:3]([C:16]2[CH:21]=[CH:20][CH:19]=[CH:18][CH:17]=2)=[N:4][C:5]2[C:10]([N:11]=1)=[CH:9][C:8]([C:12]([O:14][CH3:15])=[O:13])=[CH:7][CH:6]=2.[Cl:22][C:23]1[CH:24]=[C:25]([N:29]2[CH2:34][CH2:33][NH:32][CH2:31][CH2:30]2)[CH:26]=[CH:27][CH:28]=1.CCN(C(C)C)C(C)C>CN(C=O)C>[Cl:22][C:23]1[CH:24]=[C:25]([N:29]2[CH2:34][CH2:33][N:32]([C:2]3[C:3]([C:16]4[CH:21]=[CH:20][CH:19]=[CH:18][CH:17]=4)=[N:4][C:5]4[C:10]([N:11]=3)=[CH:9][C:8]([C:12]([O:14][CH3:15])=[O:13])=[CH:7][CH:6]=4)[CH2:31][CH2:30]2)[CH:26]=[CH:27][CH:28]=1. Procedure details: A solution of methyl 3-bromo-2-phenylquinoxaline-6-carboxylate (150 mg, 0.44 mmol, 1.00 equiv), 1-(3-chlorophenyl)piperazine (172.5 mg, 0.88 mmol, 2.00 equiv), and DIEA (170.3 mg, 1.32 mmol, 3.00 equiv) in DMF (4 mL) was placed in a 20-mL sealed tube and stirred overnight at 100° C. in an oil bath, then quenched with water. The resulting solution was extracted with 6×20 mL of ethyl acetate, the organic layers combined and dried over anhydrous sodium sulfate, filtered to remove solids, and concen... The reactants are B(F)(F)F (boron trifluoride), C=C (ethylene), C(C=C)(=O)OCC (ethyl acrylate), C1(\C=C/C(=O)O1)=O (maleic anhydride), C(C=C)(=O)OCC=C (allyl acrylate), N(=NC(C#N)(C)C)C(C#N)(C)C (azobis(isobutyronitrile)), C=C (ethylene). Run in CC(=O)C (acetone), C(Cl)Cl (methylene chloride). Product: C=C.C(C)(=O)OC=C.C1(\C=C/C(=O)O1)=O (Ethylene/Vinyl Acetate Maleic Anhydride). Reaction SMILES: [C:1](OCC)(=O)[CH:2]=C.[C:8]1(=[O:14])[O:13][C:11](=[O:12])[CH:10]=[CH:9]1.C(OCC=C)(=O)C=C.N(C(C)(C)C#N)=NC(C)(C)C#N.B(F)(F)F.C=C>CC(C)=O.C(Cl)Cl>[CH2:1]=[CH2:2].[C:11]([O:13][CH:8]=[CH2:9])(=[O:12])[CH3:10].[C:11]1(=[O:12])[O:13][C:8](=[O:14])[CH:9]=[CH:10]1 |f:8.9.10|. Procedure: A 7.57-liter stirred autoclave was charged under nitrogen with 4000 ml of methylene chloride, 400 grams of ethyl acrylate, 20 grams of maleic anhydride, 1.2 grams of allyl acrylate, and 1.0 gram of azobis(isobutyronitrile). It was then sealed, charged with 300 grams of boron trifluoride, and pressured to 21 kg/sq cm with ethylene. The subsequent copolymerization at 25° C was continued until pressure measurement indicated that ethylene uptake had ceased (about two hours later). The reaction was q...